This data is from the Open Reaction Database (ORD), a public repository of structured organic reaction records. The task is: describe an organic reaction: reactants, conditions, products, and yield The reactants are FC(C=1C=C(CN(C(C2=CN=C(C=C2C2=C(C=CC=C2)C)Cl)=O)C)C=C(C1)C(F)(F)F)(F)F (N-(3,5-Bis-trifluoromethyl-benzyl)-6-chloro-N-methyl-4-o-tolyl-nicotinamide), CS(=O)[O-].[Na+] (sodium methanesulfinate), C([O-])(O)=O.[Na+] (sodium bicarbonate). The solvent is ClCCl (dichloromethane), CN(C=O)C (N,N-dimethylformamide). The product is FC(C=1C=C(CN(C(C2=CN=C(C=C2C2=C(C=CC=C2)C)S(=O)(=O)C)=O)C)C=C(C1)C(F)(F)F)(F)F (N-(3,5-Bis-trifluoromethyl-benzyl)-6-methanesulfonyl-N-methyl-4-o-tolyl-nicotinamide). The yield is 29.3%. RXN SMILES: [F:1][C:2]([F:33])([F:32])[C:3]1[CH:4]=[C:5]([CH:25]=[C:26]([C:28]([F:31])([F:30])[F:29])[CH:27]=1)[CH2:6][N:7]([CH3:24])[C:8](=[O:23])[C:9]1[C:14]([C:15]2[CH:20]=[CH:19][CH:18]=[CH:17][C:16]=2[CH3:21])=[CH:13][C:12](Cl)=[N:11][CH:10]=1.[CH3:34][S:35]([O-:37])=[O:36].[Na+].C(=O)(O)[O-].[Na+]>CN(C)C=O.ClCCl>[F:1][C:2]([F:33])([F:32])[C:3]1[CH:4]=[C:5]([CH:25]=[C:26]([C:28]([F:31])([F:30])[F:29])[CH:27]=1)[CH2:6][N:7]([CH3:24])[C:8](=[O:23])[C:9]1[C:14]([C:15]2[CH:20]=[CH:19][CH:18]=[CH:17][C:16]=2[CH3:21])=[CH:13][C:12]([S:35]([CH3:34])(=[O:37])=[O:36])=[N:11][CH:10]=1 |f:1.2,3.4|. Procedure: A mixture of 369 mg (0.758 mmol) N-(3,5-bis-trifluoromethyl-benzyl)-6-chloro-N-methyl-4-o-tolyl-nicotinamide (Example 2) and 176 mg (1.67 mmol) sodium methanesulfinate in 4 ml N,N-dimethylformamide was heated at reflux over night. After cooling to room temperature the mixture was diluted with dichloromethane and treated with saturated aqueous sodium bicarbonate solution. The layers were separated and the aqueous layer was extracted with three portions of dichloromethane. The combined organic lay... Reactants: ClC=1C(=NC(=NC1S(=O)C)N)C=1OC=CC1 (5-chloro-4-furan-2-yl-6-methanesulfinyl-pyrimidin-2-yl-amine), NCCC1=CC=C(C=C1)O (tyramine), M{37Cl} H+. Solvent: COCCOC (DME). The product is NC1=NC(=C(C(=N1)NCCC1=CC=C(C=C1)O)Cl)C=1OC=CC1 (4-[2-(2-Amino-5-chloro-6-furan-2-yl-pyrimidin-4-yl-amino)-ethyl]-phenol). Reaction SMILES: [Cl:1][C:2]1[C:3]([C:12]2[O:13][CH:14]=[CH:15][CH:16]=2)=[N:4][C:5]([NH2:11])=[N:6][C:7]=1S(C)=O.[NH2:17][CH2:18][CH2:19][C:20]1[CH:25]=[CH:24][C:23]([OH:26])=[CH:22][CH:21]=1>COCCOC>[NH2:11][C:5]1[N:6]=[C:7]([NH:17][CH2:18][CH2:19][C:20]2[CH:25]=[CH:24][C:23]([OH:26])=[CH:22][CH:21]=2)[C:2]([Cl:1])=[C:3]([C:12]2[O:13][CH:14]=[CH:15][CH:16]=2)[N:4]=1. Procedure: From 5-chloro-4-furan-2-yl-6-methanesulfinyl-pyrimidin-2-yl-amine and tyramine in DME. ES-MS m/e (%): 333 (M{37Cl}+H+, 40), 331 (M{35C}+H+, 100). Reactants: C(C(=O)Cl)(=O)Cl (oxalyl chloride), CN(C)C=O (DMF), N=1N(N=CC1)C1=C(C(=O)O)C=C(C=C1)C (2-(2H-1,2,3-triazol-2-yl)-5-methylbenzoic acid). Run in C(Cl)Cl (DCM). Run at time 8 hour. The product is CC=1C=CC(=C(C(=O)Cl)C1)N1N=CC=N1 (5-methyl-2-(2H-1,2,3-triazol-2-yl)benzoyl chloride). As a reaction SMILES: [N:1]1[N:2]([C:6]2[CH:14]=[CH:13][C:12]([CH3:15])=[CH:11][C:7]=2[C:8](O)=[O:9])[N:3]=[CH:4][CH:5]=1.C(Cl)(=O)C([Cl:19])=O.CN(C=O)C>C(Cl)Cl>[CH3:15][C:12]1[CH:13]=[CH:14][C:6]([N:2]2[N:3]=[CH:4][CH:5]=[N:1]2)=[C:7]([CH:11]=1)[C:8]([Cl:19])=[O:9]. Procedure details: To a solution of 2-(2H-1,2,3-triazol-2-yl)-5-methylbenzoic acid (15, 3.56 g, 17.52 mmol) in DCM (150 mL) cooled to 0° C. was added oxalyl chloride (1.90 mL, 21.9 mmol) and DMF (68 μL, 0.89 mmol). The solution was slowly warmed to ambient temperature and stirred overnight. The mixture was concentrated in vacuo and the resulting solid was azeotroped with DCM and concentrated in vacuo to provide 5-methyl-2-(2H-1,2,3-triazol-2-yl)benzoyl chloride (3) as a yellow solid. The reactants are COC(=O)CCCCCCCBr, Cc1ccc(-n2c(-c3ccccc3)c[nH]c2=O)cc1, [H-], [I-], [Na+], [Na+], CN(C)C=O. The product is COC(=O)CCCCCCCn1cc(-c2ccccc2)n(-c2ccc(C)cc2)c1=O. RXN SMILES: [CH3:22][O:23][C:24]([CH2:25][CH2:26][CH2:27][CH2:28][CH2:29][CH2:30][CH2:31][Br:32])=[O:33].[CH3:3][c:4]1[cH:5][cH:6][c:7](-[n:10]2[c:11](=[O:21])[nH:12][cH:13][c:14]2-[c:15]2[cH:16][cH:17][cH:18][cH:19][cH:20]2)[cH:8][cH:9]1.[H-:2].[I-:34].[Na+:1].[Na+:35].[O:36]=[CH:37][N:38]([CH3:39])[CH3:40]>>[CH3:3][c:4]1[cH:5][cH:6][c:7](-[n:10]2[c:11](=[O:21])[n:12]([CH2:31][CH2:30][CH2:29][CH2:28][CH2:27][CH2:26][CH2:25][C:24]([O:23][CH3:22])=[O:33])[cH:13][c:14]2-[c:15]2[cH:16][cH:17][cH:18][cH:19][cH:20]2)[cH:8][cH:9]1.